The task is: describe an organic reaction: reactants, conditions, products, and yield. This data is from the Open Reaction Database (ORD), a public repository of structured organic reaction records. The reactants are O=C(OC(Cl)(Cl)Cl)OC(Cl)(Cl)Cl, Nc1cc(N2CCNCC2)c2ccc(Cl)cc2n1, O=C(O)C(F)(F)F, [Na+], O=C([O-])O, O=C(O)NC1CCCCN(C(=O)Cc2ccccc2)C1=O. The product is Nc1cc(N2CCN(C(=O)NC3CCCCN(C(=O)Cc4ccccc4)C3=O)CC2)c2ccc(Cl)cc2n1. As a reaction SMILES: [Cl:29][C:30]([Cl:31])([O:32][C:33](=[O:34])[O:35][C:36]([Cl:37])([Cl:38])[Cl:39])[Cl:40].[Cl:46][c:47]1[cH:48][cH:49][c:50]2[c:51]([N:58]3[CH2:59][CH2:60][NH:61][CH2:62][CH2:63]3)[cH:52][c:53]([NH2:57])[n:54][c:55]2[cH:56]1.[F:22][C:23]([F:24])([F:25])[C:26]([OH:27])=[O:28].[Na+:45].[O-:41][C:42]([OH:43])=[O:44].[O:1]=[C:2]1[N:3]([C:13]([CH2:14][c:15]2[cH:16][cH:17][cH:18][cH:19][cH:20]2)=[O:21])[CH2:4][CH2:5][CH2:6][CH2:7][CH:8]1[NH:9][C:10]([OH:11])=[O:12]>>[O:1]=[C:2]1[N:3]([C:13]([CH2:14][c:15]2[cH:16][cH:17][cH:18][cH:19][cH:20]2)=[O:21])[CH2:4][CH2:5][CH2:6][CH2:7][CH:8]1[NH:9][C:10](=[O:12])[N:61]1[CH2:60][CH2:59][N:58]([c:51]2[c:50]3[cH:49][cH:48][c:47]([Cl:46])[cH:56][c:55]3[n:54][c:53]([NH2:57])[cH:52]2)[CH2:63][CH2:62]1. The reactants are CC(O)COCC1CC(OS(C)(=O)=O)CN1C(=O)OCc1ccccc1, CCNCC, ClCCl, FC(F)=C(F)C(F)(F)F, [Na+], [OH-], O. Yields the product CC(F)COCC1CC(OS(C)(=O)=O)CN1C(=O)OCc1ccccc1. Reaction SMILES: [CH2:1]([c:2]1[cH:3][cH:4][cH:5][cH:6][cH:7]1)[O:8][C:9](=[O:10])[N:11]1[CH:12]([CH2:21][O:22][CH2:23][CH:24]([CH3:25])[OH:26])[CH2:13][CH:14]([O:16][S:17](=[O:18])(=[O:19])[CH3:20])[CH2:15]1.[CH2:27]([NH:28][CH2:29][CH3:30])[CH3:31].[Cl:44][CH2:45][Cl:46].[F:32][C:33]([F:34])([F:35])[C:36]([F:37])=[C:38]([F:39])[F:40].[Na+:43].[OH-:42].[OH2:41]>>[CH2:1]([c:2]1[cH:3][cH:4][cH:5][cH:6][cH:7]1)[O:8][C:9](=[O:10])[N:11]1[CH:12]([CH2:21][O:22][CH2:23][CH:24]([CH3:25])[F:32])[CH2:13][CH:14]([O:16][S:17](=[O:18])(=[O:19])[CH3:20])[CH2:15]1. Reactants: methyl ester, C(N)(=O)C(C(C)C)(C(C)C)NC(C=1C(C(=O)O)=CC=CC1)=O (N-(1-carbamoyl-1-isopropyl-2-methylpropyl)phthalamic acid), C(N)(=O)C(C(C)(C)C)(C)NC(C=1C(C(=O)OC)=CC=CC1)=O (methyl N-(1-carbamoyl-1,2,2-trimethylpropyl)phthalamate). Yields the product C(C)(C)C1(C(N=C2N1C(C1=CC=CC=C21)=O)=O)C(C)C (3,3-diisopropyl-5H-imidazo[2,1-a]isoindole-2(3H),5-dione). RXN SMILES: [C:1]([C:4]([NH:11][C:12](=O)[C:13]1[C:14](=[CH:18][CH:19]=[CH:20][CH:21]=1)[C:15](O)=[O:16])([CH:8]([CH3:10])[CH3:9])[CH:5]([CH3:7])[CH3:6])(=[O:3])[NH2:2].C(C(NC(=O)C1C(=CC=CC=1)C(OC)=O)(C)C(C)(C)C)(=O)N>>[CH:5]([C:4]1([CH:8]([CH3:10])[CH3:9])[N:11]2[C:15](=[O:16])[C:14]3[C:13]([C:12]2=[N:2][C:1]1=[O:3])=[CH:21][CH:20]=[CH:19][CH:18]=3)([CH3:6])[CH3:7]. Reported procedure: The 3,3-diisopropyl-5H-imidazo[2,1-a]isoindole-2(3H),5-dione (melting point 146°-148° C) is prepared in the manner described above, excepting that the methyl ester of N-(1-carbamoyl-1-isopropyl-2-methylpropyl)phthalamic acid is substituted for methyl N-(1-carbamoyl-1,2,2-trimethylpropyl)phthalamate, in the above reaction. Starting materials: FC=1C(=C2C=3N(C(CO2)C)C=C(C(C3C1)=O)C(=O)O)F (9,10-difluoro-2,3-dihydro-3-methyl-7--oxo-7H-pyrido[1,2,3-de][1,4]-benzoxazine-6-carboxylic acid), BrC1=C2CNCC2=CC=C1 (4-bromoisoindoline), C1CCC2=NCCCN2CC1 (DBU). The solvent is CN(C)C=O (DMF). Product: BrC1=C2CN(CC2=CC=C1)C=1C(=CC2=C3N(C(COC31)C)C=C(C2=O)C(=O)O)F (10-(4-bromo-2-isoindolinyl)-9-fluoro-2,3-dihydro-3-methyl-7-oxo-7H-pyrido[1,2,3-de][1,4]-benzoxazine-6-carboxylic acid). Yield: 44.4%. Reaction SMILES: [F:1][C:2]1[C:3](F)=[C:4]2[O:9][CH2:8][CH:7]([CH3:10])[N:6]3[CH:11]=[C:12]([C:17]([OH:19])=[O:18])[C:13](=[O:16])[C:14]([CH:15]=1)=[C:5]23.[Br:21][C:22]1[CH:30]=[CH:29][CH:28]=[C:27]2[C:23]=1[CH2:24][NH:25][CH2:26]2.C1CCN2C(=NCCC2)CC1>CN(C=O)C>[Br:21][C:22]1[CH:30]=[CH:29][CH:28]=[C:27]2[C:23]=1[CH2:24][N:25]([C:3]1[C:2]([F:1])=[CH:15][C:14]3[C:13](=[O:16])[C:12]([C:17]([OH:19])=[O:18])=[CH:11][N:6]4[CH:7]([CH3:10])[CH2:8][O:9][C:4]=1[C:5]=34)[CH2:26]2. Procedure: 142 mg of 9,10-difluoro-2,3-dihydro-3-methyl-7--oxo-7H-pyrido[1,2,3-de][1,4]-benzoxazine-6-carboxylic acid, 149 mg of 4-bromoisoindoline, 114 mg of DBU, and 1.5 ml of anhydrous DMF were processed in the same manner as in Example 20 to produce 103 mg of the target compound.